Dataset: the Open Reaction Database (ORD), a public repository of structured organic reaction records. Task: describe an organic reaction: reactants, conditions, products, and yield Reactants: [N+](=O)([O-])C=1C(=C2C(=CC=NC2=C(C1)C)C)C (6-nitro-4,5,8-trimethylquinoline), tin(ll)chloride dihydrate, C(C)O (ethanol), [OH-].[Na+] (sodium hydroxide). Solvent: O (water). The product is NC=1C(=C2C(=CC=NC2=C(C1)C)C)C (6-amino-4,5,8-trimethylquinoline). RXN SMILES: [N+:1]([C:4]1[C:5]([CH3:16])=[C:6]2[C:11](=[C:12]([CH3:14])[CH:13]=1)[N:10]=[CH:9][CH:8]=[C:7]2[CH3:15])([O-])=O.C(O)C.[OH-].[Na+]>O>[NH2:1][C:4]1[C:5]([CH3:16])=[C:6]2[C:11](=[C:12]([CH3:14])[CH:13]=1)[N:10]=[CH:9][CH:8]=[C:7]2[CH3:15] |f:2.3|. Reported procedure: A mixture of 6-nitro-4,5,8-trimethylquinoline (0.60 g), tin(ll)chloride dihydrate (3.13 g), and ethanol (40 mL) is heated for 3 hours at 60°-65° C. and then cooled to room temperature. 10% Aqueous sodium hydroxide (24 mL) and water (48 mL) are added, and the mixture is extracted three times with chloroform. The combined organic layers are washed with saturated sodium bicarbonate solution, dried over sodium sulfate, filtered and evaporated to afford a crude product. The crude product is purified ... Reaction SMILES: [C:1](Cl)(Cl)=[S:2].[CH:5]1[CH2:10][CH2:9][CH:8]=[CH:7][CH:6]=1.[NH2:11][OH:12].Cl.NO.[OH-].[K+]>C(Cl)(Cl)Cl.O>[CH:6]12[CH2:5][CH2:10][CH:9]([CH:8]=[CH:7]1)[C:1](=[N:11][OH:12])[S:2]2 |f:3.4,5.6|. Reported procedure: Thiophosgene (296 g of 85% , 2.19 m) was added dropwise to a stirred solution of 167 g (2.08 m) of 1,3-cyclohexadiene in 500 ml of chloroform. The exothermic reaction caused the temperature to rise from 25° C. to 68° C. with refluxing of the solvent. After 45 minutes, the reaction mixture was cooled and added in portions over four hours to a stirred solution of hydroxylamine (prepared from 480 g (6.9 m) of hydroxylamine hydrochloride in 175 ml water by dropwise addition at 0° C. of a solution of... Reaction conditions: time 45 minute. Yields the product C12SC(C(C=C1)CC2)=NO (2-Thiabicyclo[2.2.2]oct-5-en-3-one oxime). Reactants: Cl.NO (hydroxylamine hydrochloride), [OH-].[K+] (potassium hydroxide), C(=S)(Cl)Cl (Thiophosgene), C1=CC=CCC1 (1,3-cyclohexadiene), NO (hydroxylamine). Solvent: O (water), O (water), C(Cl)(Cl)Cl (chloroform). Isolated yield 84.0%. The reactants are [F-].[K+] (KF), O1CCOCC1 (dioxane), BrC=1C=C(C=O)C=CC1N1CCOCC1 (3-bromo-4-(4-morpholinyl)benzaldehyde), C(CCC)[Sn](C=1OC=CC1)(CCCC)CCCC (2-(tributylstannyl)furan). Run at time 3 hour. Procedure details: Ex-604B) To a dioxane (8 mL) solution of the aldehyde from EX-604A (0.77 g, 2.8 mmol) was added 2-(tributylstannyl)furan (1.07 mL, 3.42 mmol) and Pd(PPh3)2Cl2 (0.12 g, 0.17 mmol). The mixture was heated to reflux under argon for 18 h. The cooled mixture was poured into a mixture of saturated aq. KF and ethyl acetate and stirred 3 h. The slurry was filtered through celite. The organic layer was separated, washed with brine, dried (MgSO4) and evaporated to a yellow oil. Purification by silica gel ... Reagents/catalysts: Cl[Pd]([P](C1=CC=CC=C1)(C2=CC=CC=C2)C3=CC=CC=C3)([P](C4=CC=CC=C4)(C5=CC=CC=C5)C6=CC=CC=C6)Cl (Pd(PPh3)2Cl2). Product: O1C(=CC=C1)C=1C=C(C=O)C=CC1N1CCOCC1 (3-(2-furanyl)4-(4-morpholinyl)benzaldehyde). Run in C(C)(=O)OCC (ethyl acetate). As a reaction SMILES: [O:1]1[CH2:6][CH2:5]O[CH2:3][CH2:2]1.Br[C:8]1[CH:9]=[C:10]([CH:13]=[CH:14][C:15]=1[N:16]1[CH2:21][CH2:20][O:19][CH2:18][CH2:17]1)[CH:11]=[O:12].C([Sn](CCCC)(CCCC)C1OC=CC=1)CCC.[F-].[K+]>Cl[Pd](Cl)([P](C1C=CC=CC=1)(C1C=CC=CC=1)C1C=CC=CC=1)[P](C1C=CC=CC=1)(C1C=CC=CC=1)C1C=CC=CC=1.C(OCC)(=O)C>[O:1]1[CH:6]=[CH:5][CH:3]=[C:2]1[C:8]1[CH:9]=[C:10]([CH:13]=[CH:14][C:15]=1[N:16]1[CH2:21][CH2:20][O:19][CH2:18][CH2:17]1)[CH:11]=[O:12] |f:3.4,^1:44,63|. Starting materials: ClC=1C=CC2=C(C(=NCC=3N2C(=C(N3)C)C=O)C3=C(C=CC=C3)Cl)C1 (8-chloro-6-(2-chlorophenyl)-2-methyl-4H-imidazo[1,2-a][1,4]benzodiazepine-1-carboxaldehyde). Reagents/catalysts: C1=CC=C(C=C1)P(C2=CC=CC=C2)C3=CC=CC=C3.C1=CC=C(C=C1)P(C2=CC=CC=C2)C3=CC=CC=C3.C1=CC=C(C=C1)P(C2=CC=CC=C2)C3=CC=CC=C3.[Cl-].[Rh] (tris(triphenylphosphine)rhodium chloride). Solvent: C1=CC=CC=C1 (benzene). Yields the product N1C=CN=CC2=C1C=CC=C2 (1,4-benzodiazepine). As a reaction SMILES: Cl[C:2]1[CH:3]=[CH:4][C:5]2[N:11]3C(C=O)=C(C)N=[C:10]3[CH2:9][N:8]=[C:7](C3C=CC=CC=3Cl)[C:6]=2[CH:25]=1>C1C=CC(P(C2C=CC=CC=2)C2C=CC=CC=2)=CC=1.C1C=CC(P(C2C=CC=CC=2)C2C=CC=CC=2)=CC=1.C1C=CC(P(C2C=CC=CC=2)C2C=CC=CC=2)=CC=1.[Cl-].[Rh].C1C=CC=CC=1>[NH:11]1[C:5]2[CH:4]=[CH:3][CH:2]=[CH:25][C:6]=2[CH:7]=[N:8][CH:9]=[CH:10]1 |f:1.2.3.4.5|. Procedure details: A mixture of 1.0 g. of 8-chloro-6-phenyl-2,4-dimethyl-4H-imidazo[1,2-a][1,4]benzodiazepine-1-carboxaldehyde (II) and 0.1 g. of tris(triphenylphosphine)rhodium chloride in 50 ml. of benzene is refluxed for about 6 hours. The mixture is then allowed to cool and filtered to remove the catalyst. The filtrate thus obtained is concentrated in vacuo to give 8-chloro-6-phenyl-2,4-dimethyl-4H-imidazo[1,2-a][1,4-benzodiazepine, which is further purified by chromatography and/or crystallization.